Dataset: the Open Reaction Database (ORD), a public repository of structured organic reaction records. Task: describe an organic reaction: reactants, conditions, products, and yield Starting materials: C(C)(C)(C)OC(NC1=C(C=C(C=C1)C1=C(C=C(C=C1)F)F)N)=O ((3-amino-2′,4′-difluoro-biphenyl-4-yl)-carbamic acid tert.-butyl ester), CC1(OC(=CC(O1)=O)C1=CC(=CC=C1)N1C(=NC=C1)C)C (2,2-dimethyl-6-[3-(2-methyl-imidazol-1-yl)-phenyl]-[1,3]dioxin-4-one). The product is C(C)(C)(C)OC(NC1=C(C=C(C=C1)C1=C(C=C(C=C1)F)F)NC(CC(=O)C1=CC(=CC=C1)N1C(=NC=C1)C)=O)=O ((2′,4′-Difluoro-3-{3-[3-(2-methyl-imidazol-1-yl)-phenyl]-3-oxo-propionylamino}-biphenyl-4-yl)-carbamic acid tert.-butyl ester). RXN SMILES: [C:1]([O:5][C:6](=[O:23])[NH:7][C:8]1[CH:13]=[CH:12][C:11]([C:14]2[CH:19]=[CH:18][C:17]([F:20])=[CH:16][C:15]=2[F:21])=[CH:10][C:9]=1[NH2:22])([CH3:4])([CH3:3])[CH3:2].CC1(C)[O:30][C:29](=O)[CH:28]=[C:27]([C:32]2[CH:37]=[CH:36][CH:35]=[C:34]([N:38]3[CH:42]=[CH:41][N:40]=[C:39]3[CH3:43])[CH:33]=2)[O:26]1>>[C:1]([O:5][C:6](=[O:23])[NH:7][C:8]1[CH:13]=[CH:12][C:11]([C:14]2[CH:19]=[CH:18][C:17]([F:20])=[CH:16][C:15]=2[F:21])=[CH:10][C:9]=1[NH:22][C:29](=[O:30])[CH2:28][C:27]([C:32]1[CH:37]=[CH:36][CH:35]=[C:34]([N:38]2[CH:42]=[CH:41][N:40]=[C:39]2[CH3:43])[CH:33]=1)=[O:26])([CH3:4])([CH3:2])[CH3:3]. Procedure: Prepared from (3-amino-2′,4′-difluoro-biphenyl-4-yl)-carbamic acid tert.-butyl ester (Example G43) and 2,2-dimethyl-6-[3-(2-methyl-imidazol-1-yl)-phenyl]-[1,3]dioxin-4-one (Example J15) according to the general procedure K. Obtained as a yellow oil (145 mg). Starting materials: C(C)OC(=CC1=NCCC1)C1=CC=CC=C1.F[B-](F)(F)F (2-(2-ethoxy-2-phenyl-ethenyl)-1-pyrroline tetrafluoroborate). Run in C(C)(C)N (isopropylamine). The product is C(C)(C)N=C(C=C1NCCC1)C1=CC=CC=C1 (2-[2-(isopropylimino)-2-phenylethylidene]-pyrrolidine). As a reaction SMILES: C(O[C:4]([C:11]1[CH:16]=[CH:15][CH:14]=[CH:13][CH:12]=1)=[CH:5][C:6]1[CH2:10][CH2:9][CH2:8][N:7]=1)C.F[B-](F)(F)F>C(N)(C)C>[CH:6]([N:7]=[C:4]([C:11]1[CH:12]=[CH:13][CH:14]=[CH:15][CH:16]=1)[CH:5]=[C:6]1[CH2:10][CH2:9][CH2:8][NH:7]1)([CH3:10])[CH3:5] |f:0.1|. Procedure details: By refluxing the solution of 9.1 g (0.03 mole) of 2-(2-ethoxy-2-phenyl-ethenyl)-1-pyrroline-tetrafluoroborate in 30 ml of isopropylamine for 1 hour and processing analogously to Example 1, there is obtained crude 2-[2-(isopropylimino)-2-phenylethylidene]-pyrrolidine. The crude base is dissolved in isopropanol, and 2.8 g of methanesulphonic acid is added, whereupon 2-[2-(isopropylimino)-2-phenyl-ethylidene]-pyrrolidine-(1:1)-methanesulphonate, m.p. 175°-176° (decomposition) crystallises out.